Dataset: the Open Reaction Database (ORD), a public repository of structured organic reaction records. Task: describe an organic reaction: reactants, conditions, products, and yield The reactants are C([O-])([O-])=O.[Na+].[Na+] (sodium carbonate), [BH4-].[Na+] (sodium borohydride), FC1=C(N)C=CC(=C1F)F (2,3,4-trifluoroaniline), C(C)(=O)[O-].[Na+] (sodium acetate). The solvent is O (water), C(C)(=O)O (acetic acid), CC(=O)C (acetone). Conditions: time 2 hour. Product: FC1=C(NC(C)C)C=CC(=C1F)F (2,3,4-trifluoro-N-isopropyl aniline). As a reaction SMILES: [BH4-].[Na+].[F:3][C:4]1[C:10]([F:11])=[C:9]([F:12])[CH:8]=[CH:7][C:5]=1[NH2:6].[C:13]([O-])(=O)[CH3:14].[Na+].[C:18](=O)([O-])[O-].[Na+].[Na+]>O.C(O)(=O)C.CC(C)=O>[F:3][C:4]1[C:10]([F:11])=[C:9]([F:12])[CH:8]=[CH:7][C:5]=1[NH:6][CH:13]([CH3:14])[CH3:18] |f:0.1,3.4,5.6.7|. Procedure: 7.70 g of sodium borohydride was added to a mixture of 3.70 g of 2,3,4-trifluoroaniline, 10.30 g of sodium acetate, 20 ml of acetone, 19.6 ml of acetic acid and 39 ml of water under stirring and ice-cooling. After 2 hours, the reaction mixture was made alkaline with sodium carbonate and extracted with benzene. The extract was washed with NaCl saturated water, dried and the solvent was evaporated to give 3.17 g of 2,3,4-trifluoro-N-isopropyl aniline as colorless oil. Starting materials: FC1=C(C=C(C=C1)S(=O)(=O)N)[N+](=O)[O-] (4-fluoro-3-nitrobenzenesulfonamide), C1(CC1)N1CCC(CC1)N (1-cyclopropylpiperidin-4-amine), C(C)(C)N(C(C)C)CC (N,N-diisopropylethylamine). Reagents/catalysts: CN(C1=CC=NC=C1)C (4-dimethylaminopyridine). The solvent is O1CCCC1 (tetrahydrofuran), C(C)(=O)OCC (ethyl acetate). The product is C1(CC1)N1CCC(CC1)NC1=C(C=C(C=C1)S(=O)(=O)N)[N+](=O)[O-] (4-(1-cyclopropylpiperidin-4-ylamino)-3-nitrobenzenesulfonamide). As a reaction SMILES: F[C:2]1[CH:7]=[CH:6][C:5]([S:8]([NH2:11])(=[O:10])=[O:9])=[CH:4][C:3]=1[N+:12]([O-:14])=[O:13].[CH:15]1([N:18]2[CH2:23][CH2:22][CH:21]([NH2:24])[CH2:20][CH2:19]2)[CH2:17][CH2:16]1.C(N(CC)C(C)C)(C)C>O1CCCC1.CN(C)C1C=CN=CC=1.C(OCC)(=O)C>[CH:15]1([N:18]2[CH2:23][CH2:22][CH:21]([NH:24][C:2]3[CH:7]=[CH:6][C:5]([S:8]([NH2:11])(=[O:10])=[O:9])=[CH:4][C:3]=3[N+:12]([O-:14])=[O:13])[CH2:20][CH2:19]2)[CH2:17][CH2:16]1. Procedure details: To a solution of 4-fluoro-3-nitrobenzenesulfonamide (1.26 g) and 1-cyclopropylpiperidin-4-amine (0.802 g) in tetrahydrofuran (20 mL) was added N,N-diisopropylethylamine (2.22 g) and 4-dimethylaminopyridine (35 mg). The mixture was stirred at reflux overnight. The mixture was diluted with ethyl acetate (200 mL) and washed with aqueous NaHCO3, water, and brine and dried over Na2SO4. After filtration and concentration, the residue was dissolved in dichloromethane and loaded on a column and eluted w...